This data is from the Open Reaction Database (ORD), a public repository of structured organic reaction records. The task is: describe an organic reaction: reactants, conditions, products, and yield Starting materials: Cl (HCl), COC1=C(C=CC=C1)C1=NN(C2=NC=C(C=C21)C=2C=C(C#N)C=CC2)COCC[Si](C)(C)C (3-[3-(2-Methoxy-phenyl)-1-(2-trimethylsilanyl-ethoxymethyl)-1H-pyrazolo[3,4-b]pyridin-5-yl]-benzonitrile), CCOCC (ether). Run in CO (MeOH). Run at time 23 hour. Yields the product COC1=C(C=CC=C1)C1=NNC2=NC=C(C=C21)C=2C=C(C(OC)=N)C=CC2 (methyl 3-(3-(2-methoxyphenyl)-1H-pyrazolo[3,4-b]pyridin-5-yl)benzimidate). As a reaction SMILES: Cl.[CH3:2][O:3][C:4]1[CH:9]=[CH:8][CH:7]=[CH:6][C:5]=1[C:10]1[C:18]2[C:13](=[N:14][CH:15]=[C:16]([C:19]3[CH:20]=[C:21]([CH:24]=[CH:25][CH:26]=3)[C:22]#[N:23])[CH:17]=2)[N:12](COCC[Si](C)(C)C)[N:11]=1.C[CH2:36][O:37]CC>CO>[CH3:2][O:3][C:4]1[CH:9]=[CH:8][CH:7]=[CH:6][C:5]=1[C:10]1[C:18]2[C:13](=[N:14][CH:15]=[C:16]([C:19]3[CH:20]=[C:21]([CH:24]=[CH:25][CH:26]=3)[C:22](=[NH:23])[O:37][CH3:36])[CH:17]=2)[NH:12][N:11]=1. Procedure: HCl gas was bubbled through a suspension of 3-[3-(2-Methoxy-phenyl)-1-(2-trimethylsilanyl-ethoxymethyl)-1H-pyrazolo[3,4-b]pyridin-5-yl]-benzonitrile (40 mg, 0.088 mmol) in 2.5 ml of anhydrous MeOH for 3 minutes at 0° C. After stirring for 23 hours at room temperature, ether (10 mL) was added and precipitation occurred. The solid was collected after filtration and dried to afford methyl 3-(3-(2-methoxyphenyl)-1H-pyrazolo[3,4-b]pyridin-5-yl)benzimidate as a yellow solid.